From a dataset of the Open Reaction Database (ORD), a public repository of structured organic reaction records. describe an organic reaction: reactants, conditions, products, and yield The reactants are COC(=O)c1ccc(CC2(F)C#CCCCCC2)cc1, [Li+], C1COCCO1, [OH-], O. The product is O=C(O)c1ccc(CC2(F)C#CCCCCC2)cc1. RXN SMILES: [CH3:1][O:2][C:3]([c:4]1[cH:5][cH:6][c:7]([CH2:10][C:11]2([F:19])[C:12]#[C:13][CH2:14][CH2:15][CH2:16][CH2:17][CH2:18]2)[cH:8][cH:9]1)=[O:20].[Li+:22].[O:23]1[CH2:24][CH2:25][O:26][CH2:27][CH2:28]1.[OH-:21].[OH2:29]>>[O:2]=[C:3]([c:4]1[cH:5][cH:6][c:7]([CH2:10][C:11]2([F:19])[C:12]#[C:13][CH2:14][CH2:15][CH2:16][CH2:17][CH2:18]2)[cH:8][cH:9]1)[OH:20]. Reactants: CS(=O)(=O)OCC=1C(=NSC1C(C(F)(F)F)(F)F)C1=CC=C(C=C1)CC ([3-(4-ethylphenyl)-5-(pentafluoroethyl)-1,2-thiazol-4-yl]methyl methanesulfonate), OC1=C(C(=C(C=C1)CCC(=O)OCC)C)C (ethyl 3-(4-hydroxy-2,3-dimethylphenyl)propanoate). Yields the product C(C)C1=CC=C(C=C1)C1=NSC(=C1COC1=C(C(=C(C=C1)CCC(=O)O)C)C)C(C(F)(F)F)(F)F (3-(4-[[3-(4-ethylphenyl)-5-(pentafluoroethyl)-1,2-thiazol-4-yl]methoxy]-2,3-dimethylphenyl)propanoic acid). Reaction SMILES: CS([O:5][CH2:6][C:7]1[C:8]([C:19]2[CH:24]=[CH:23][C:22]([CH2:25][CH3:26])=[CH:21][CH:20]=2)=[N:9][S:10][C:11]=1[C:12]([F:18])([F:17])[C:13]([F:16])([F:15])[F:14])(=O)=O.O[C:28]1[CH:33]=[CH:32][C:31]([CH2:34][CH2:35][C:36]([O:38]CC)=[O:37])=[C:30]([CH3:41])[C:29]=1[CH3:42]>>[CH2:25]([C:22]1[CH:23]=[CH:24][C:19]([C:8]2[C:7]([CH2:6][O:5][C:28]3[CH:33]=[CH:32][C:31]([CH2:34][CH2:35][C:36]([OH:38])=[O:37])=[C:30]([CH3:41])[C:29]=3[CH3:42])=[C:11]([C:12]([F:18])([F:17])[C:13]([F:16])([F:15])[F:14])[S:10][N:9]=2)=[CH:20][CH:21]=1)[CH3:26]. Procedure: The title compound was prepared according to the procedure described in Example 1 following Step 5 and 6 by coupling [3-(4-ethylphenyl)-5-(pentafluoroethyl)-1,2-thiazol-4-yl]methyl methanesulfonate and ethyl 3-(4-hydroxy-2,3-dimethylphenyl)propanoate to afford the desired product as an off-white solid. 1H-NMR (300 MHz, CD3OD) δ 7.60 (d, J=8.1 Hz, 2H), 7.26 (d, J=8.1 Hz, 2H), 6.97 (d, J=8.4 Hz, 1H), 6.69 (d, J=8.4 Hz, 1H), 5.03 (s, 2H), 2.91 (t, J=8.1 Hz, 2H), 2.68 (q, J1=15.3 Hz, J2=7.5 Hz, 2H),... Reactants: O=C([O-])[O-], CC(C)=CCCC(C)=CCBr, CCC(C)=O, [K+], [K+], Oc1ccc2c(c1)OCC2. The product is CC(C)=CCCC(C)=CCOc1ccc2c(c1)OCC2. RXN SMILES: [C:22](=[O:23])([O-:24])[O-:25].[CH2:11]([CH:12]=[C:13]([CH3:14])[CH2:15][CH2:16][CH:17]=[C:18]([CH3:19])[CH3:20])[Br:21].[CH2:28]([C:29]([CH3:30])=[O:31])[CH3:32].[K+:26].[K+:27].[OH:1][c:2]1[cH:3][c:4]2[c:5]([cH:9][cH:10]1)[CH2:6][CH2:7][O:8]2>>[O:1]([c:2]1[cH:3][c:4]2[c:5]([cH:9][cH:10]1)[CH2:6][CH2:7][O:8]2)[CH2:11][CH:12]=[C:13]([CH3:14])[CH2:15][CH2:16][CH:17]=[C:18]([CH3:19])[CH3:20]. Reactants: BrC1=CC=C(C=C1)C1=C(C(=NO1)C)C=O (5-(4-bromo-phenyl)-3-methyl-isoxazole-4-carbaldehyde), CC(C[Mg]Cl)(C)C1=CC=CC=C1 (2-methyl-2-phenylpropylmagnesium chloride). Yields the product BrC1=CC=C(C=C1)C1=C(C(=NO1)C)C(CC(C)(C1=CC=CC=C1)C)O (1-[5-(4-Bromo-phenyl)-3-methyl-isoxazol-4-yl]-3-methyl-3-phenyl-butan-1-ol). RXN SMILES: [Br:1][C:2]1[CH:7]=[CH:6][C:5]([C:8]2[O:12][N:11]=[C:10]([CH3:13])[C:9]=2[CH:14]=[O:15])=[CH:4][CH:3]=1.[CH3:16][C:17]([C:22]1[CH:27]=[CH:26][CH:25]=[CH:24][CH:23]=1)([CH3:21])[CH2:18][Mg]Cl>>[Br:1][C:2]1[CH:3]=[CH:4][C:5]([C:8]2[O:12][N:11]=[C:10]([CH3:13])[C:9]=2[CH:14]([OH:15])[CH2:16][C:17]([CH3:21])([C:22]2[CH:27]=[CH:26][CH:25]=[CH:24][CH:23]=2)[CH3:18])=[CH:6][CH:7]=1. Procedure details: Prepared according to the procedure described in Example 35, Step 3, using 5-(4-bromo-phenyl)-3-methyl-isoxazole-4-carbaldehyde and 2-methyl-2-phenylpropylmagnesium chloride. Starting materials: C(C)OC(=O)C1=CC(=NC2=C(C=CC=C12)CC)C (8-Ethyl-2-methylquinoline-4-carboxylic acid ethyl ester), Cl (HCl). Conditions: time 7 hour. Product: C(C)C=1C=CC=C2C(=CC(=NC12)C)C(=O)O (8-Ethyl-2-methylquinoline-4-carboxylic Acid). Yield: 107.5%. As a reaction SMILES: C([O:3][C:4]([C:6]1[C:15]2[C:10](=[C:11]([CH2:16][CH3:17])[CH:12]=[CH:13][CH:14]=2)[N:9]=[C:8]([CH3:18])[CH:7]=1)=[O:5])C.Cl>>[CH2:16]([C:11]1[CH:12]=[CH:13][CH:14]=[C:15]2[C:10]=1[N:9]=[C:8]([CH3:18])[CH:7]=[C:6]2[C:4]([OH:5])=[O:3])[CH3:17]. Procedure details: 8-Ethyl-2-methylquinoline-4-carboxylic acid ethyl ester (0.205 g) and 5N HCl combined and the solution boiled for 7 h. Solvent was removed at reduced pressure to give the title compound (0.195 g) as a yellow solid. m/z (API+): 216 (MH+), 214 (API−) 214(M-H). Starting materials: C1(=CC=CC=C1)SC1=CC=C(C=C1)CC(=O)CCl (1-(4-phenylthiophenyl)-3-chloro acetone), ClC1=CC(=CC=C1)C(=O)OO (meta-chloro perbenzoic acid). The solvent is C(Cl)(Cl)Cl (chloroform). Yields the product C1(=CC=CC=C1)S(=O)C1=CC=C(C=C1)CC(=O)CCl (1-(4-phenylsulfinylphenyl)-3-chloro acetone). Reaction SMILES: [C:1]1([S:7][C:8]2[CH:13]=[CH:12][C:11]([CH2:14][C:15]([CH2:17][Cl:18])=[O:16])=[CH:10][CH:9]=2)[CH:6]=[CH:5][CH:4]=[CH:3][CH:2]=1.ClC1C=CC=C(C(OO)=[O:27])C=1>C(Cl)(Cl)Cl>[C:1]1([S:7]([C:8]2[CH:9]=[CH:10][C:11]([CH2:14][C:15]([CH2:17][Cl:18])=[O:16])=[CH:12][CH:13]=2)=[O:27])[CH:2]=[CH:3][CH:4]=[CH:5][CH:6]=1. Procedure: The starting 1-(4-phenylsulfinylphenyl)-3-chloro acetone was prepared by mild oxydation in chloroform, of 1-(4-phenylthiophenyl)-3-chloro acetone with meta-chloro perbenzoic acid. Reactants: C(C)S(=O)(=O)Cl (Ethanesulfonyl chloride), ClCCl (dichloromethane), C(C)(C)N(CC)C(C)C (diisopropylethylamine), C1N(CC2C1CNC2)C=2C=CC=1N(N2)C(=NN1)C(F)(F)F (6-(hexahydropyrrolo[3,4-c]pyrrol-2(1H)-yl)-3-(trifluoromethyl)-[1,2,4]triazolo[4,3-b]pyridazine). Solvent: C1(=CC=CC=C1)C (toluene). Conditions: time 1 hour. Product: C(C)S(=O)(=O)N1CC2C(C1)CN(C2)C2=NN1C(C=C2)=NN=C1C(F)(F)F (6-(5-ethylsulfonyl-1,3,3a,4,6,6a-hexahydropyrrolo[3,4-c]pyrrol-2-yl)-3-(trifluoromethyl)-[1,2,4]triazolo[3,4-f]pyridazine). The yield is 21.5%. As a reaction SMILES: [CH2:1]([S:3](Cl)(=[O:5])=[O:4])[CH3:2].ClCCl.C(N(C(C)C)CC)(C)C.[CH2:19]1[CH:23]2[CH2:24][NH:25][CH2:26][CH:22]2[CH2:21][N:20]1[C:27]1[CH:28]=[CH:29][C:30]2[N:31]([C:33]([C:36]([F:39])([F:38])[F:37])=[N:34][N:35]=2)[N:32]=1>C1(C)C=CC=CC=1>[CH2:1]([S:3]([N:25]1[CH2:24][CH:23]2[CH2:19][N:20]([C:27]3[CH:28]=[CH:29][C:30]4=[N:35][N:34]=[C:33]([C:36]([F:39])([F:37])[F:38])[N:31]4[N:32]=3)[CH2:21][CH:22]2[CH2:26]1)(=[O:5])=[O:4])[CH3:2]. Reported procedure: Ethanesulfonyl chloride (0.024 g, 0.19 mmol) and then dichloromethane (0.5 mL) were added sequentially to a mixture of diisopropylethylamine (0.044 g, 0.34 mmol) and 6-(hexahydropyrrolo[3,4-c]pyrrol-2(1H)-yl)-3-(trifluoromethyl)-[1,2,4]triazolo[4,3-b]pyridazine (0.050 g, 0.17 mmol) in toluene (1.5 mL). The reaction mixture was stirred for 1 hour at ambient temperature and then for 1.5 hours at 50° C. and then evaporated to give an involatile residue. The residue was purified by preparative hplc ...